Task: describe an organic reaction: reactants, conditions, products, and yield. Dataset: the Open Reaction Database (ORD), a public repository of structured organic reaction records Reactants: CCOCC (ether), CC(=O)CC(=O)O (diacetate), CC(CC)OC1=CC=C(OCCO)C=C1 (2-[4-(1-methylpropoxy)phenoxy]ethanol), C(C)N=C=O (Ethyl isocyanate). The solvent is O (water), CN(C)C=O (DMF). Product: C(C)NC(OCCOC1=CC=C(C=C1)OC(CC)C)=O (O-2-[4-(1-methylpropoxy)phenoxy]ethyl N-ethylcarbamate). RXN SMILES: CC(CC(O)=O)=O.[CH3:8][CH:9]([O:12][C:13]1[CH:22]=[CH:21][C:16]([O:17][CH2:18][CH2:19][OH:20])=[CH:15][CH:14]=1)[CH2:10][CH3:11].[CH2:23]([N:25]=[C:26]=[O:27])[CH3:24].CCOCC>CN(C=O)C.O>[CH2:23]([NH:25][C:26](=[O:27])[O:20][CH2:19][CH2:18][O:17][C:16]1[CH:21]=[CH:22][C:13]([O:12][CH:9]([CH3:8])[CH2:10][CH3:11])=[CH:14][CH:15]=1)[CH3:24]. Reported procedure: Dibutylin diacetate (0.004 ml) is added to a solution of the above alcohol (0.42 g, 2.0 mmol) in 1.5 ml of DMF and the mixture is chilled in an ice bath. Ethyl isocyanate (0.18 ml, 2.2 mmol) is then added and the mixture is allowed to warm slowly to RT. The mixture is then poured into ether and water containing 10% potassium dihydrogen phosphate. The aqueous phase is extracted with ether, and the combined organic phases are washed with water and with brine, dried, filtered and the solvent is rem... Reactants: [Al+3], COCCOC, N#CC1(c2ccccc2F)CCC1, [H-], [H-], [H-], [H-], [Li+]. The product is NCC1(c2ccccc2F)CCC1. As a reaction SMILES: [Al+3:2].[CH2:20]([CH2:21][O:22][CH3:23])[O:24][CH3:25].[F:7][c:8]1[c:9]([C:14]2([C:18]#[N:19])[CH2:15][CH2:16][CH2:17]2)[cH:10][cH:11][cH:12][cH:13]1.[H-:1].[H-:4].[H-:5].[H-:6].[Li+:3]>>[F:7][c:8]1[c:9]([C:14]2([CH2:18][NH2:19])[CH2:15][CH2:16][CH2:17]2)[cH:10][cH:11][cH:12][cH:13]1. Starting materials: ClC=1C=C(C=CC1C(C)O)C1=NOC(C1)(C(F)(F)F)C1=CC(=CC(=C1)Cl)Cl (3-[3-chloro-4-(1-hydroxyethyl)phenyl]-5-(3,5-dichlorophenyl)-5-trifluoromethyl-4,5-dihydroisoxazole), ClCCl (dichloromethane), ice water. The reagents and catalysts are CN(C=O)C (N,N-dimethylformamide). The solvent is S(=O)(Cl)Cl (thionyl chloride). Reaction conditions: time 1 hour. The product is ClC=1C=C(C=CC1C(C)Cl)C1=NOC(C1)(C(F)(F)F)C1=CC(=CC(=C1)Cl)Cl (3-[3-chloro-4-(1-chloroethyl)phenyl]-5-(3,5-dichlorophenyl)-5-trifluoromethyl-4,5-dihydroisoxazole). As a reaction SMILES: [Cl:1][C:2]1[CH:3]=[C:4]([C:11]2[CH2:15][C:14]([C:20]3[CH:25]=[C:24]([Cl:26])[CH:23]=[C:22]([Cl:27])[CH:21]=3)([C:16]([F:19])([F:18])[F:17])[O:13][N:12]=2)[CH:5]=[CH:6][C:7]=1[CH:8](O)[CH3:9].[Cl:28]CCl>S(Cl)(Cl)=O.CN(C)C=O>[Cl:1][C:2]1[CH:3]=[C:4]([C:11]2[CH2:15][C:14]([C:20]3[CH:25]=[C:24]([Cl:26])[CH:23]=[C:22]([Cl:27])[CH:21]=3)([C:16]([F:19])([F:18])[F:17])[O:13][N:12]=2)[CH:5]=[CH:6][C:7]=1[CH:8]([Cl:28])[CH3:9]. Reported procedure: In a solution of 0.96 g of 3-[3-chloro-4-(1-hydroxyethyl)phenyl]-5-(3,5-dichlorophenyl)-5-trifluoromethyl-4,5-dihydroisoxazole in 20 mL of dichloromethane, 0.2 mL of thionyl chloride and a catalytic amount (2 to 3 drops) of N,N-dimethylformamide were added, and stirred at room temperature for 1 hour. After the completion of the reaction, the reaction mixture was poured into 20 mL of ice water, and the organic phase was collected, washed with water (20 mL×1) and then saturated sodium hydrogen car... Starting materials: C1(=CC=CC=C1)C (Toluene), ice, C(C)(C)(C)OC(N[C@@H](C)C1=NC=C2C=3N1CCC3CCC(=C2)F)=O ([(S)-1-(5-fluoro-6,7,8,9-tetrahydro-2,9a-diazabenzo[cd]azulen-1-yl)ethyl]carbamic acid tert-butyl ester), C(=O)(C(F)(F)F)O (TFA). Solvent: C(Cl)Cl (DCM). Conditions: time 1.5 hour. Yields the product FC1=CC=2C=3N(CCC3CC1)C(=NC2)[C@H](C)N ((S)-1-(5-Fluoro-6,7,8,9-tetrahydro-2,9a-diazabenzo[cd]azulen-1-yl)ethylamine). Isolated yield 81.8%. RXN SMILES: C(OC(=O)[NH:7][C@H:8]([C:10]1[N:15]2[CH2:16][CH2:17][C:18]3[CH2:19][CH2:20][C:21]([F:23])=[CH:22][C:13]([C:14]=32)=[CH:12][N:11]=1)[CH3:9])(C)(C)C.C(O)(C(F)(F)F)=O.C1(C)C=CC=CC=1>C(Cl)Cl>[F:23][C:21]1[CH2:20][CH2:19][C:18]2[CH2:17][CH2:16][N:15]3[C:10]([C@@H:8]([NH2:7])[CH3:9])=[N:11][CH:12]=[C:13]([C:14]=23)[CH:22]=1. Procedure: To an ice-cooled solution of [(S)-1-(5-fluoro-6,7,8,9-tetrahydro-2,9a-diazabenzo[cd]azulen-1-yl)ethyl]carbamic acid tert-butyl ester (252.6 mg, 0.7576 mmol) in DCM (8 mL) was added TFA (2 mL) and the mixture was stirred at RT for 1.5 h. Toluene was added and volatiles were removed under reduced pressure, the resulting residue was dissolved in MeOH and loaded onto an Isolute® SCX-2 cartridge. The cartridge was washed with MeOH and the product was eluted with 0.5M NH3/MeOH. The product containing ...